This data is from the Open Reaction Database (ORD), a public repository of structured organic reaction records. The task is: describe an organic reaction: reactants, conditions, products, and yield Reactants: BrC=1C=C2C=CC(=CC2=CC1)S(=O)(=O)C1=C(C=CC=C1)[C@H](C)O ((1S)-1-{2-[(6-bromo-2-naphthyl)sulfonyl]phenyl}ethanol), FC1=C(C=CC=C1)B(O)O (2-fluorophenylboronic acid), C1(=C(C=CC=C1)P(C1=C(C=CC=C1)C)C1=C(C=CC=C1)C)C (tri(o-tolyl)phosphine), C([O-])([O-])=O.[Na+].[Na+] (sodium carbonate). Reagents/catalysts: C(C)(=O)[O-].[Pd+2].C(C)(=O)[O-] (palladium(II) acetate). Solvent: COCCOC (1,2-dimethoxyethane), O (water), C(C)(=O)OCC (ethyl acetate). Conditions: temperature 80 celsius, time 16 hour. The product is FC1=C(C=CC=C1)C=1C=C2C=CC(=CC2=CC1)S(=O)(=O)C1=C(C=CC=C1)[C@H](C)O ((1S)-1-(2-{[6-(2-Fluorophenyl)-2-naphthyl]sulfonyl}phenyl)ethanol). Isolated yield 81.4%. RXN SMILES: Br[C:2]1[CH:3]=[C:4]2[C:9](=[CH:10][CH:11]=1)[CH:8]=[C:7]([S:12]([C:15]1[CH:20]=[CH:19][CH:18]=[CH:17][C:16]=1[C@@H:21]([OH:23])[CH3:22])(=[O:14])=[O:13])[CH:6]=[CH:5]2.[F:24][C:25]1[CH:30]=[CH:29][CH:28]=[CH:27][C:26]=1B(O)O.C1(C)C=CC=CC=1P(C1C=CC=CC=1C)C1C=CC=CC=1C.C(=O)([O-])[O-].[Na+].[Na+]>COCCOC.C(OCC)(=O)C.C([O-])(=O)C.[Pd+2].C([O-])(=O)C.O>[F:24][C:25]1[CH:30]=[CH:29][CH:28]=[CH:27][C:26]=1[C:2]1[CH:3]=[C:4]2[C:9](=[CH:10][CH:11]=1)[CH:8]=[C:7]([S:12]([C:15]1[CH:20]=[CH:19][CH:18]=[CH:17][C:16]=1[C@@H:21]([OH:23])[CH3:22])(=[O:13])=[O:14])[CH:6]=[CH:5]2 |f:3.4.5,8.9.10|. Reported procedure: A mixture of (1S)-1-{2-[(6-bromo-2-naphthyl)sulfonyl]phenyl}ethanol [Example 10 Step 2] (102 mg, 0.26 mmol), 2-fluorophenylboronic acid (75 mg, 0.53 mmol), palladium(II) acetate (3 mg, 0.013 mmol), tri(o-tolyl)phosphine (9 mg, 0.028 mmol), sodium carbonate (83 mg, 0.787 mmol) and water (0.5 mL) in 1,2-dimethoxyethane (3 mL) was degassed and stirred at 80° C. (oil bath temperature) under nitrogen for 16 hours. The cooled reaction mixture was diluted with ethyl acetate and filtered. The filtrate w... The reactants are CC1=CC(=NO1)C1=NN=C2N1N=C(C1=CC=CC=C21)OCC2=NNC=N2 (3-(5-methylisoxazol-3-yl)-6-(1,2,4-triazol-3-yl)methyloxy-1,2,4-triazolo[3,4-a]phthalazine), [H-].[Na+] (sodium hydride), O (water), IC(C)C (2-iodopropane). Yields the product CC1=CC(=NO1)C1=NN=C2N1N=C(C1=CC=CC=C21)OCC2=NN(C=N2)C(C)C (3-(5-Methylisoxazol-3-yl)-6-(1-isopropyl-1,2,4-triazol-3-yl)methyloxy-1,2,4-triazolo[3,4-a]phthalazine). Yield: 22.1%. Reported procedure: To a stirred solution of 3-(5-methylisoxazol-3-yl)-6-(1,2,4-triazol-3-yl)methyloxy-1,2,4-triazolo[3,4-a]phthalazine (100 mg, 0.29 mmol) in N,N-dimethylformamide (6 ml) at room temperature under nitrogen was added sodium hydride (17 mg, 0.41 mmol). The mixture was cooled to 0° C. and 2-iodopropane (0.04 ml, 0.36 mmol) added after 0.25 h. The mixture was left to stir at room temperature overnight, water was added and the precipitate filtered off. The crude product was flash chromatographed on sili... Run at temperature 0 celsius, time 8 hour. As a reaction SMILES: [CH3:1][C:2]1[O:6][N:5]=[C:4]([C:7]2[N:11]3[N:12]=[C:13]([O:20][CH2:21][C:22]4[N:26]=[CH:25][NH:24][N:23]=4)[C:14]4[C:19]([C:10]3=[N:9][N:8]=2)=[CH:18][CH:17]=[CH:16][CH:15]=4)[CH:3]=1.[H-].[Na+].I[CH:30]([CH3:32])[CH3:31].O>CN(C)C=O>[CH3:1][C:2]1[O:6][N:5]=[C:4]([C:7]2[N:11]3[N:12]=[C:13]([O:20][CH2:21][C:22]4[N:26]=[CH:25][N:24]([CH:30]([CH3:32])[CH3:31])[N:23]=4)[C:14]4[C:19]([C:10]3=[N:9][N:8]=2)=[CH:18][CH:17]=[CH:16][CH:15]=4)[CH:3]=1 |f:1.2|. The solvent is CN(C=O)C (N,N-dimethylformamide).